This data is from the Open Reaction Database (ORD), a public repository of structured organic reaction records. The task is: describe an organic reaction: reactants, conditions, products, and yield The reactants are O1C(CCCC1)OCC=1N=C(SC1C=O)C1=CC(=CC=C1)C(F)(F)F (4-[(tetrahydro-2H-pyran-2-yloxy)methyl]-2-[3-(trifluoromethyl)phenyl]-1,3-thiazole-5-carbaldehyde), [BH4-].[Na+] (sodium tetrahydroborate), O (Water). The solvent is O1CCCC1.C(C)O (tetrahydrofuran ethanol). Run at temperature 0 celsius, time 5 hour. The product is O1C(CCCC1)OCC=1N=C(SC1CO)C1=CC(=CC=C1)C(F)(F)F ({4-[(tetrahydro-2H-pyran-2-yloxy)methyl]-2-[3-(trifluoromethyl)phenyl]-1,3-thiazol-5-yl}methanol). Isolated yield 90.8%. Reaction SMILES: [O:1]1[CH2:6][CH2:5][CH2:4][CH2:3][CH:2]1[O:7][CH2:8][C:9]1[N:10]=[C:11]([C:16]2[CH:21]=[CH:20][CH:19]=[C:18]([C:22]([F:25])([F:24])[F:23])[CH:17]=2)[S:12][C:13]=1[CH:14]=[O:15].[BH4-].[Na+].O>O1CCCC1.C(O)C>[O:1]1[CH2:6][CH2:5][CH2:4][CH2:3][CH:2]1[O:7][CH2:8][C:9]1[N:10]=[C:11]([C:16]2[CH:21]=[CH:20][CH:19]=[C:18]([C:22]([F:25])([F:23])[F:24])[CH:17]=2)[S:12][C:13]=1[CH2:14][OH:15] |f:1.2,4.5|. Procedure: To a mixed solution of the compound (2.2 g, 5.9 mmol) obtained in Example 89b in tetrahydrofuran/ethanol (v/v=1/1, 10 mL) was added sodium tetrahydroborate (340 mg, 8.9 mmol), and the mixture was stirred at 0° C. for 5 hr. Water was added to the reaction mixture, and the mixture was extracted with ethyl acetate. The obtained organic layer was washed with saturated brine, and dried over anhydrous sodium sulfate. The solvent was evaporated under reduced pressure. The resulting crude title compound... Starting materials: N1(CCCCC1)C=1C(=NC2=CC=CC=C2C1[N+](=O)[O-])C1C(CCCC1)=O (3-piperidino-4-nitro-2-(2'-oxocyclohexyl)quinoline), 10g. Reagents/catalysts: [Pd] (palladium-on-carbon). Run in O1CCCC1 (tetrahydrofuran). Yields the product NC1=C(C(=NC2=CC=CC=C12)C1C(CCCC1)=O)N1CCCCC1 (4-amino-3-piperidino-2-(2'-oxocyclohexyl)quinoline). RXN SMILES: [N:1]1([C:7]2[C:8]([CH:20]3[CH2:25][CH2:24][CH2:23][CH2:22][C:21]3=[O:26])=[N:9][C:10]3[C:15]([C:16]=2[N+:17]([O-])=O)=[CH:14][CH:13]=[CH:12][CH:11]=3)[CH2:6][CH2:5][CH2:4][CH2:3][CH2:2]1>O1CCCC1.[Pd]>[NH2:17][C:16]1[C:15]2[C:10](=[CH:11][CH:12]=[CH:13][CH:14]=2)[N:9]=[C:8]([CH:20]2[CH2:25][CH2:24][CH2:23][CH2:22][C:21]2=[O:26])[C:7]=1[N:1]1[CH2:6][CH2:5][CH2:4][CH2:3][CH2:2]1. Reported procedure: The 3-piperidino-4-nitro-2-(2'-oxocyclohexyl)quinoline (8.5 g, 0.024 mol) was dissolved in tetrahydrofuran (50 ml) and subjected to reduction in the presence of 10g palladium-on-carbon (1.2 g). After completion of the reaction, the palladium-on-carbon catalyst was filtered off and the mother liquor was concentrated. Following purification by chromatography on an alumina column using chloroform as a developing solvent, recrystallization from ethanol was conducted to obtain 4-amino-3-piperidino-2-... Reactants: O=C1CCC(=O)N1Br, CCOC(=O)c1nccn1CCCCOC, CC#N. Product: CCOC(=O)c1nc(Br)cn1CCCCOC. RXN SMILES: [Br:17][N:18]1[C:19](=[O:20])[CH2:21][CH2:22][C:23]1=[O:24].[CH3:1][O:2][CH2:3][CH2:4][CH2:5][CH2:6][n:7]1[c:8]([C:12](=[O:13])[O:14][CH2:15][CH3:16])[n:9][cH:10][cH:11]1.[CH3:25][C:26]#[N:27]>>[CH3:1][O:2][CH2:3][CH2:4][CH2:5][CH2:6][n:7]1[c:8]([C:12](=[O:13])[O:14][CH2:15][CH3:16])[n:9][c:10]([Br:17])[cH:11]1.